From a dataset of the Open Reaction Database (ORD), a public repository of structured organic reaction records. describe an organic reaction: reactants, conditions, products, and yield RXN SMILES: [CH3:1][n:2]1[c:3](=[O:12])[o:4][c:5]2[c:6]1[cH:7][cH:8][c:9]([CH3:11])[cH:10]2.[N:13](=[O:14])[O-:15].[Na+:16].[OH2:17].[OH:18][C:19]([C:20]([F:21])([F:22])[F:23])=[O:24]>>[CH3:1][n:2]1[c:3](=[O:12])[o:4][c:5]2[c:6]1[cH:7][c:8]([N+:13](=[O:14])[O-:15])[c:9]([CH3:11])[cH:10]2. The reactants are Cc1ccc2c(c1)oc(=O)n2C, O=N[O-], [Na+], O, O=C(O)C(F)(F)F. Product: Cc1cc2oc(=O)n(C)c2cc1[N+](=O)[O-]. Starting materials: CC(C)(C)OC(=O)N1CCC(c2ccc(-c3ccc(N4CCOCC4)cc3)cn2)CC1, ClCCl, O=C(O)C(F)(F)F, [Na+], [OH-], O. Yields the product c1cc(N2CCOCC2)ccc1-c1ccc(C2CCNCC2)nc1. As a reaction SMILES: [C:1]([O:2][C:3](=[O:4])[N:8]1[CH2:9][CH2:10][CH:11]([c:14]2[n:15][cH:16][c:17](-[c:20]3[cH:21][cH:22][c:23]([N:26]4[CH2:27][CH2:28][O:29][CH2:30][CH2:31]4)[cH:24][cH:25]3)[cH:18][cH:19]2)[CH2:12][CH2:13]1)([CH3:5])([CH3:6])[CH3:7].[Cl:42][CH2:43][Cl:44].[F:32][C:33]([F:34])([F:35])[C:36]([OH:37])=[O:38].[Na+:41].[OH-:40].[OH2:39]>>[NH:8]1[CH2:9][CH2:10][CH:11]([c:14]2[n:15][cH:16][c:17](-[c:20]3[cH:21][cH:22][c:23]([N:26]4[CH2:27][CH2:28][O:29][CH2:30][CH2:31]4)[cH:24][cH:25]3)[cH:18][cH:19]2)[CH2:12][CH2:13]1. Starting materials: O=C([O-])[O-], Cl, [K+], [K+], [N-]=[N+]=[N-], Nc1ccc2c(c1)CCCC2=O, [Na+], O. Yields the product Nc1ccc2c(c1)CCCNC2=O. RXN SMILES: [C:18](=[O:19])([O-:20])[O-:21].[ClH:5].[K+:22].[K+:23].[N-:2]=[N+:3]=[N-:4].[NH2:6][c:7]1[cH:8][c:9]2[c:14]([cH:15][cH:16]1)[C:13](=[O:17])[CH2:12][CH2:11][CH2:10]2.[Na+:1].[OH2:24]>>[NH:2]1[CH2:12][CH2:11][CH2:10][c:9]2[cH:8][c:7]([NH2:6])[cH:16][cH:15][c:14]2[C:13]1=[O:17]. Reactants: CN(C)C=O, COc1nc(Cl)nc(OC)n1, [H-], [H][H], [Na+], CC1OC(=S)c2c(O)cccc21. The product is COc1nc(OC)nc(Oc2cccc3c2C(=S)OC3C)n1. RXN SMILES: [CH3:28][N:29]([CH3:30])[CH:31]=[O:32].[Cl:17][c:18]1[n:19][c:20]([O:26][CH3:27])[n:21][c:22]([O:24][CH3:25])[n:23]1.[H-:13].[H:15][H:16].[Na+:14].[OH:1][c:2]1[cH:3][cH:4][cH:5][c:6]2[c:10]1[C:9](=[S:11])[O:8][CH:7]2[CH3:12]>>[O:1]([c:2]1[cH:3][cH:4][cH:5][c:6]2[c:10]1[C:9](=[S:11])[O:8][CH:7]2[CH3:12])[c:18]1[n:19][c:20]([O:26][CH3:27])[n:21][c:22]([O:24][CH3:25])[n:23]1. The reactants are CC(C)Oc1ccc(COc2ccc3c(c2)cc2n3CCC2CC(=O)O)cc1C(F)(F)F, O=C1CCC(=O)N1Cl, ClCCl. The product is CC(C)Oc1ccc(COc2ccc3c(c2)c(Cl)c2n3CCC2CC(=O)O)cc1C(F)(F)F. Reaction SMILES: [CH:1]([CH3:2])([CH3:3])[O:4][c:5]1[c:6]([C:29]([F:30])([F:31])[F:32])[cH:7][c:8]([CH2:9][O:10][c:11]2[cH:12][c:13]3[cH:14][c:15]4[n:16]([c:17]3[cH:18][cH:19]2)[CH2:20][CH2:21][CH:22]4[CH2:23][C:24](=[O:25])[OH:26])[cH:27][cH:28]1.[Cl:33][N:34]1[C:35](=[O:36])[CH2:37][CH2:38][C:39]1=[O:40].[Cl:41][CH2:42][Cl:43]>>[CH:1]([CH3:2])([CH3:3])[O:4][c:5]1[c:6]([C:29]([F:30])([F:31])[F:32])[cH:7][c:8]([CH2:9][O:10][c:11]2[cH:12][c:13]3[c:14]([Cl:33])[c:15]4[n:16]([c:17]3[cH:18][cH:19]2)[CH2:20][CH2:21][CH:22]4[CH2:23][C:24](=[O:25])[OH:26])[cH:27][cH:28]1.